Dataset: the Open Reaction Database (ORD), a public repository of structured organic reaction records. Task: describe an organic reaction: reactants, conditions, products, and yield Reactants: C1CCOC1, COc1cc2ncnc(Oc3cccc(N)c3)c2cc1OC, O=C=Nc1ccccc1. The product is COc1cc2ncnc(Oc3cccc(NC(=O)Nc4ccccc4)c3)c2cc1OC. As a reaction SMILES: [CH2:32]1[O:33][CH2:34][CH2:35][CH2:36]1.[CH3:1][O:2][c:3]1[cH:4][c:5]2[c:6]([O:15][c:16]3[cH:17][c:18]([NH2:19])[cH:20][cH:21][cH:22]3)[n:7][cH:8][n:9][c:10]2[cH:11][c:12]1[O:13][CH3:14].[O:23]=[C:24]=[N:25][c:26]1[cH:27][cH:28][cH:29][cH:30][cH:31]1>>[CH3:1][O:2][c:3]1[cH:4][c:5]2[c:6]([O:15][c:16]3[cH:17][c:18]([NH:19][C:24](=[O:23])[NH:25][c:26]4[cH:27][cH:28][cH:29][cH:30][cH:31]4)[cH:20][cH:21][cH:22]3)[n:7][cH:8][n:9][c:10]2[cH:11][c:12]1[O:13][CH3:14]. The reactants are FC1=CC=C(C=C1)CC(C)(C1=CC=C(C=C1)F)N (1,2-bis(4-fluorophenyl)-2-propylamine), C(=O)(OCC1=CC=CC=C1)N[C@@H](C)C(=O)O (N-CBZ-L-alanine), C1(CCCCC1)N=C=NC1CCCCC1 (dicyclohexylcarbodiimide). Run in C(Cl)(Cl)Cl (chloroform), C(Cl)(Cl)Cl (chloroform). Run at time 3 hour. Product: N[C@H](C(=O)NC(CC1=CC=C(C=C1)F)(C)C1=CC=C(C=C1)F)C ((2S)-2-amino-N-[1,2-bis(4-fluorophenyl)-1-methylethyl]propanamide). Isolated yield 10.5%. Reaction SMILES: [F:1][C:2]1[CH:7]=[CH:6][C:5]([CH2:8][C:9]([NH2:18])([C:11]2[CH:16]=[CH:15][C:14]([F:17])=[CH:13][CH:12]=2)[CH3:10])=[CH:4][CH:3]=1.C([NH:29][C@H:30]([C:32](O)=[O:33])[CH3:31])(OCC1C=CC=CC=1)=O.C1(N=C=NC2CCCCC2)CCCCC1>C(Cl)(Cl)Cl>[NH2:29][C@@H:30]([CH3:31])[C:32]([NH:18][C:9]([C:11]1[CH:12]=[CH:13][C:14]([F:17])=[CH:15][CH:16]=1)([CH3:10])[CH2:8][C:5]1[CH:6]=[CH:7][C:2]([F:1])=[CH:3][CH:4]=1)=[O:33]. Procedure: To a stirred solution of 1,2-bis(4-fluorophenyl)-2-propylamine (11.07 g, 0.045 mol) in 200 ml of chloroform under nitrogen, were added N-CBZ-L-alanine (10.0 g, 0.045 mol) and then a solution of dicyclohexylcarbodiimide (9.90 g, 0.05 mol) in 100 ml of chloroform, and the mixture was stirred for 16 hours. The precipitated solid was removed by filtration and the solvent evaporated. The residue was treated with ethyl acetate (100 ml), filtered, an additional 300 ml of ethyl acetate added, and then w... Solvent: C1CCOC1 (THF), C(C)(=O)OCC (ethyl acetate). RXN SMILES: [OH:1][C@H:2]1[CH2:7][CH2:6][CH2:5][CH2:4][C@@H:3]1[NH:8][C:9](=[O:15])[O:10][C:11]([CH3:14])([CH3:13])[CH3:12].[N+:16]([C:19]1[CH:27]=[CH:26][C:22]([C:23](O)=[O:24])=[CH:21][CH:20]=1)([O-:18])=[O:17].C1(P(C2C=CC=CC=2)C2C=CC=CC=2)C=CC=CC=1.CCOC(/N=N/C(OCC)=O)=O>C1COCC1.C(OCC)(=O)C>[N+:16]([C:19]1[CH:20]=[CH:21][C:22]([C:23]([O:1][C@@H:2]2[CH2:7][CH2:6][CH2:5][CH2:4][C@@H:3]2[NH:8][C:9]([O:10][C:11]([CH3:12])([CH3:14])[CH3:13])=[O:15])=[O:24])=[CH:26][CH:27]=1)([O-:18])=[O:17]. Run at time 8 hour. Reactants: O[C@@H]1[C@H](CCCC1)NC(OC(C)(C)C)=O (tert-butyl (1S,2S)-2-hydroxycyclohexylcarbamate), [N+](=O)([O-])C1=CC=C(C(=O)O)C=C1 (4-nitrobenzoic acid), C1(=CC=CC=C1)P(C1=CC=CC=C1)C1=CC=CC=C1 (triphenylphosphine), CCOC(=O)/N=N/C(=O)OCC (diethylazo dicarboxylate). Reported procedure: To a solution of tert-butyl (1S,2S)-2-hydroxycyclohexylcarbamate (1.30 g, 6.04 mmol), 4-nitrobenzoic acid (1.11 g, 6.64 mmol), triphenylphosphine (1.74 g, 6.64 mmol) in THF (30 mL) was added diethylazo dicarboxylate (1.05 ml, 6.64 mmol) and the resulting solution was stirred at ambient temperature overnight. The reaction mixture was diluted with ethyl acetate and washed with brine. The organic layer was dried and concentrated to give an orange oil that was purified by column chromatography (hexa... The yield is 88.6%. Product: [N+](=O)([O-])C1=CC=C(C(=O)O[C@H]2[C@H](CCCC2)NC(=O)OC(C)(C)C)C=C1 ((1R,2S)-2-(tert-butoxycarbonylamino)cyclohexyl 4-nitrobenzoate).